Dataset: the Open Reaction Database (ORD), a public repository of structured organic reaction records. Task: describe an organic reaction: reactants, conditions, products, and yield Reactants: N12CCCCCC2=NCCC1 (1,8-diazabicyclo[5,4,0]undec-7-ene), FC(COC1=CC(=NC=C1)C=1NOC(N1)=O)(F)F (3-[4-(2,2,2-trifluoroethoxy)pyridin-2-yl]-1,2,4-oxadiazol-5-one), CC(C(=O)Cl)(CC)C (2,2-dimethylbutanoyl chloride). Solvent: N1=CC=CC=C1 (pyridine). Run at time 2 hour. The product is CC(C(=O)N1C(=NOC1=O)C1=NC=CC(=C1)OCC(F)(F)F)(CC)C (4-(2,2-dimethylbutanoyl)-3-[4-(2,2,2-trifluoroethoxy)pyridin-2-yl]-1,2,4-oxadiazol-5-one). Yield: 31.5%. Reaction SMILES: N12CCCN=C1CCCCC2.[F:12][C:13]([F:29])([F:28])[CH2:14][O:15][C:16]1[CH:21]=[CH:20][N:19]=[C:18]([C:22]2[NH:23][O:24][C:25](=[O:27])[N:26]=2)[CH:17]=1.[CH3:30][C:31]([CH3:37])([CH2:35][CH3:36])[C:32](Cl)=[O:33]>N1C=CC=CC=1>[CH3:30][C:31]([CH3:37])([CH2:35][CH3:36])[C:32]([N:26]1[C:25](=[O:27])[O:24][N:23]=[C:22]1[C:18]1[CH:17]=[C:16]([O:15][CH2:14][C:13]([F:12])([F:28])[F:29])[CH:21]=[CH:20][N:19]=1)=[O:33]. Reported procedure: To 2 ml of pyridine were added 0.25 g of 1,8-diazabicyclo[5,4,0]undec-7-ene, and 0.3 g of 3-[4-(2,2,2-trifluoroethoxy)pyridin-2-yl]-1,2,4-oxadiazol-5-one, and 0.22 g of 2,2-dimethylbutanoyl chloride was added at room temperature. After stirring for 2 hours, the mixture was further stirred at 60° C. for 2 hours. The resultant solution was concentrated, and the residue was subjected to silica gel column chromatography to obtain 0.13 g of 4-(2,2-dimethylbutanoyl)-3-[4-(2,2,2-trifluoroethoxy)pyridin... Reactants: N1CCOCC1 (morpholine), FC1=CC=C(C(=O)OCC)C=C1 (ethyl 4-fluorobenzoate), FC1=CC=C(C(=O)[O-])C=C1 (4-fluorobenzoate). Run in O (Water). Reaction conditions: temperature 120 celsius. The product is C(C)OC(C1=CC=C(C=C1)N1CCOCC1)=O (4-(4-morpholinyl) benzoic acid ethyl ester). The yield is 97.8%. RXN SMILES: [NH:1]1[CH2:6][CH2:5][O:4][CH2:3][CH2:2]1.F[C:8]1[CH:18]=[CH:17][C:11]([C:12]([O:14][CH2:15][CH3:16])=[O:13])=[CH:10][CH:9]=1.FC1C=CC(C([O-])=O)=CC=1>O>[CH2:15]([O:14][C:12](=[O:13])[C:11]1[CH:17]=[CH:18][C:8]([N:1]2[CH2:6][CH2:5][O:4][CH2:3][CH2:2]2)=[CH:9][CH:10]=1)[CH3:16]. Procedure: A mixture of morpholine (12 g, 0.14 mol) and ethyl 4-fluorobenzoate (8 g, 0.04 mol) is heated at 120° C. The conversion of the 4-fluorobenzoate is complete after 24 hours. Water (10 ml) is than added into the reaction mixture. The precipitate is filtered off, washed with water and dried under vacuum (30° C.) to give 9.2 g of pure 4-(4-morpholinyl) benzoic acid ethyl ester after recrystallisation from aqueous ethanol (50%, v/v). Yield: 89%. m.p. 82-83° C.; MS 235 (100, M+); H1 NMR (CDCl3): δ 7.93...